Dataset: the Open Reaction Database (ORD), a public repository of structured organic reaction records. Task: describe an organic reaction: reactants, conditions, products, and yield Procedure details: A mixture of 1.8 g (5 mmoles) of phenoxymethylpenicillin-S-sulphoxide and 6.6 g (30 mmoles) of N-trimethylsilylphthalimide in 35 ml of dimethylacetamide was heated at 100° C. for 2 hours. The reaction mixture (containing 1-(1-trimethylsilyloxycarbonyl-2-methylprop-2-enyl)-3-phenoxyacetamido-4-phthalimidothioazetidin-2-one) was evaporated to dryness, treated with 30 ml of dichloromethane and filtered. The filtrate was concentrated and purified by chromatography on a silica gel column impregnated ... Yields the product C(=O)(O)C(C(=C)C)N1C(C(C1SN1C(C=2C(C1=O)=CC=CC2)=O)NC(COC2=CC=CC=C2)=O)=O (1-(1-carboxy-2-methylprop-2-enyl)-3-phenoxyacetamido-4-phthalimidothio-azetidin-2-one). Starting materials: phenoxymethylpenicillin-S-sulphoxide, C[Si](N1C(C=2C(C1=O)=CC=CC2)=O)(C)C (N-trimethylsilylphthalimide), C[Si](OC(=O)C(C(=C)C)N1C(C(C1SN1C(C=2C(C1=O)=CC=CC2)=O)NC(COC2=CC=CC=C2)=O)=O)(C)C (1-(1-trimethylsilyloxycarbonyl-2-methylprop-2-enyl)-3-phenoxyacetamido-4-phthalimidothioazetidin-2-one). Solvent: CC(=O)N(C)C (dimethylacetamide). Reaction SMILES: C[Si](C)(C)N1C(=O)C2=CC=CC=C2C1=O.C[Si](C)(C)[O:18][C:19]([CH:21]([N:25]1[CH:28]([S:29][N:30]2[C:34](=[O:35])[C:33]3=[CH:36][CH:37]=[CH:38][CH:39]=[C:32]3[C:31]2=[O:40])[CH:27]([NH:41][C:42](=[O:51])[CH2:43][O:44][C:45]2[CH:50]=[CH:49][CH:48]=[CH:47][CH:46]=2)[C:26]1=[O:52])[C:22]([CH3:24])=[CH2:23])=[O:20]>CC(N(C)C)=O>[C:19]([CH:21]([N:25]1[CH:28]([S:29][N:30]2[C:34](=[O:35])[C:33]3=[CH:36][CH:37]=[CH:38][CH:39]=[C:32]3[C:31]2=[O:40])[CH:27]([NH:41][C:42](=[O:51])[CH2:43][O:44][C:45]2[CH:50]=[CH:49][CH:48]=[CH:47][CH:46]=2)[C:26]1=[O:52])[C:22]([CH3:24])=[CH2:23])([OH:20])=[O:18]. Run at temperature 100 celsius.